describe an organic reaction: reactants, conditions, products, and yield From a dataset of the Open Reaction Database (ORD), a public repository of structured organic reaction records. The reactants are O=C(O)Cc1ccc(Cl)c(O)c1, O=S(=O)(c1ccccc1)c1ccc(F)c(F)c1. Yields the product O=C(O)Cc1ccc(Cl)c(Oc2ccc(S(=O)(=O)c3ccccc3)cc2F)c1. Reaction SMILES: [Cl:18][c:19]1[c:20]([OH:29])[cH:21][c:22]([CH2:25][C:26](=[O:27])[OH:28])[cH:23][cH:24]1.[c:1]1([S:7](=[O:8])(=[O:9])[c:10]2[cH:11][c:12]([F:17])[c:13]([F:16])[cH:14][cH:15]2)[cH:2][cH:3][cH:4][cH:5][cH:6]1>>[c:1]1([S:7](=[O:8])(=[O:9])[c:10]2[cH:11][c:12]([F:17])[c:13]([O:29][c:20]3[c:19]([Cl:18])[cH:24][cH:23][c:22]([CH2:25][C:26](=[O:27])[OH:28])[cH:21]3)[cH:14][cH:15]2)[cH:2][cH:3][cH:4][cH:5][cH:6]1. Starting materials: CC[N+](CC)(CC)Cc1ccccc1, Cc1ccccc1, [Cl-], N#CCl, C1=Cc2ccccc2Nc2ccccc21. The product is N#CN1c2ccccc2C=Cc2ccccc21. As a reaction SMILES: [CH2:20]([N+:21]([CH2:22][CH3:23])([CH2:24][CH3:25])[CH2:26][CH3:27])[c:28]1[cH:29][cH:30][cH:31][cH:32][cH:33]1.[CH3:34][c:35]1[cH:36][cH:37][cH:38][cH:39][cH:40]1.[Cl-:19].[N:1]#[C:2][Cl:3].[cH:4]1[cH:5][cH:6][cH:7][c:8]2[c:14]1[CH:13]=[CH:12][c:11]1[c:10]([cH:18][cH:17][cH:16][cH:15]1)[NH:9]2>>[N:1]#[C:2][N:9]1[c:8]2[cH:7][cH:6][cH:5][cH:4][c:14]2[CH:13]=[CH:12][c:11]2[c:10]1[cH:18][cH:17][cH:16][cH:15]2. Starting materials: BrC=1C=CC=2NC3=CC=CC=C3C2C1 (3-bromo-9H-carbazole), O (H2O), C([O-])([O-])=O.[K+].[K+] (potassium carbonate), C1(=CC=CC=C1)B(O)O (phenyl boronic acid). The reagents and catalysts are [Pd].C1(=CC=CC=C1)P(C1=CC=CC=C1)C1=CC=CC=C1.C1(=CC=CC=C1)P(C1=CC=CC=C1)C1=CC=CC=C1.C1(=CC=CC=C1)P(C1=CC=CC=C1)C1=CC=CC=C1.C1(=CC=CC=C1)P(C1=CC=CC=C1)C1=CC=CC=C1 (tetrakis(triphenylphosphine)-palladium). Solvent: C(Cl)Cl (DCM), CN(C)C=O (DMF). Reaction conditions: temperature 80 celsius, time 4 hour. Product: C1(=CC=CC=C1)C=1C=CC=2NC3=CC=CC=C3C2C1 (3-Phenyl-9H-carbazole). The yield is 90.0%. Reaction SMILES: Br[C:2]1[CH:3]=[CH:4][C:5]2[NH:6][C:7]3[C:12]([C:13]=2[CH:14]=1)=[CH:11][CH:10]=[CH:9][CH:8]=3.O.C(=O)([O-])[O-].[K+].[K+].[C:22]1(B(O)O)[CH:27]=[CH:26][CH:25]=[CH:24][CH:23]=1>CN(C=O)C.[Pd].C1(P(C2C=CC=CC=2)C2C=CC=CC=2)C=CC=CC=1.C1(P(C2C=CC=CC=2)C2C=CC=CC=2)C=CC=CC=1.C1(P(C2C=CC=CC=2)C2C=CC=CC=2)C=CC=CC=1.C1(P(C2C=CC=CC=2)C2C=CC=CC=2)C=CC=CC=1.C(Cl)Cl>[C:22]1([C:2]2[CH:3]=[CH:4][C:5]3[NH:6][C:7]4[C:12]([C:13]=3[CH:14]=2)=[CH:11][CH:10]=[CH:9][CH:8]=4)[CH:27]=[CH:26][CH:25]=[CH:24][CH:23]=1 |f:2.3.4,7.8.9.10.11|. Procedure details: To a solution of 3-bromo-9H-carbazole (0.4 g, 1.6 mmol) in DMF:H2O (15 mL:2 mL) are added tetrakis(triphenylphosphine)-palladium (0.184 g, 0.1 eq), potassium carbonate (0.66 g, 3 eq) and phenyl boronic acid (0.58 g, 3 eq). The resulting mixture is stirred at 80° C. for 4 hr. After cooling to rt, DCM (10 mL) is added and the reaction mixture is quenched with brine. After extraction, drying over MgSO4 and concentration in vacuo, the residue is purified via flash chromatography using PetEther:EtOAc... Reactants: FC1=C(C=CC(=C1)F)C1(OC1)C(C1=CC=C(C=N1)O)(F)F (6-((2-(2,4-difluorophenyl)oxiran-2-yl)difluoromethyl)pyridin-3-ol), FC1=NC=C(C#N)C=C1 (6-fluoronicotinonitrile), C(=O)([O-])[O-].[Cs+].[Cs+] (Cs2CO3), N#N (N2). Solvent: CS(=O)C (DMSO). Run at temperature 25 celsius, time 16 hour. Product: FC1=C(C=CC(=C1)F)C1(OC1)C(C1=CC=C(C=N1)OC1=NC=C(C#N)C=C1)(F)F (6-((6-((2-(2,4-difluorophenyl)oxiran-2-yl)difluoromethyl)pyridin-3-yl)oxy)nicotinonitrile). Yield: 99.5%. Reaction SMILES: [F:1][C:2]1[CH:7]=[C:6]([F:8])[CH:5]=[CH:4][C:3]=1[C:9]1([C:12]([F:21])([F:20])[C:13]2[N:18]=[CH:17][C:16]([OH:19])=[CH:15][CH:14]=2)[CH2:11][O:10]1.F[C:23]1[CH:30]=[CH:29][C:26]([C:27]#[N:28])=[CH:25][N:24]=1.C([O-])([O-])=O.[Cs+].[Cs+].N#N>CS(C)=O>[F:1][C:2]1[CH:7]=[C:6]([F:8])[CH:5]=[CH:4][C:3]=1[C:9]1([C:12]([F:20])([F:21])[C:13]2[N:18]=[CH:17][C:16]([O:19][C:23]3[CH:30]=[CH:29][C:26]([C:27]#[N:28])=[CH:25][N:24]=3)=[CH:15][CH:14]=2)[CH2:11][O:10]1 |f:2.3.4|. Procedure details: To a magnetically stirred mixture of 6-((2-(2,4-difluorophenyl)oxiran-2-yl)difluoromethyl)pyridin-3-ol (500 mg, 1.671 mmol) and 6-fluoronicotinonitrile (224 mg, 1.838 mmol) in dry DMSO (5.570 mL) was added Cs2CO3 (653 mg, 2.005 mmol) in a 20 mL vial under N2 atmosphere. The reaction mixture was stirred at 25° C. for 16 h. The reaction was quenched with water and extracted with Et2O (3×). The combined organic layers were dried by passing through a phase separator and volatiles were removed under ... The reactants are O=C(Cl)c1ccc(F)cc1F, Nc1nc(N)c2c(OCC3CCNCC3)cccc2n1. Yields the product Nc1nc(N)c2c(OCC3CCN(C(=O)c4ccc(F)cc4F)CC3)cccc2n1. Reaction SMILES: [F:21][c:22]1[c:23]([C:24](=[O:25])[Cl:26])[cH:27][cH:28][c:29]([F:31])[cH:30]1.[NH:1]1[CH2:2][CH2:3][CH:4]([CH2:7][O:8][c:9]2[c:10]3[c:11]([NH2:20])[n:12][c:13]([NH2:19])[n:14][c:15]3[cH:16][cH:17][cH:18]2)[CH2:5][CH2:6]1>>[N:1]1([C:24]([c:23]2[c:22]([F:21])[cH:30][c:29]([F:31])[cH:28][cH:27]2)=[O:25])[CH2:2][CH2:3][CH:4]([CH2:7][O:8][c:9]2[c:10]3[c:11]([NH2:20])[n:12][c:13]([NH2:19])[n:14][c:15]3[cH:16][cH:17][cH:18]2)[CH2:5][CH2:6]1. The reactants are CCOC(=O)C=Cc1cccc2cc(S(=O)(=O)c3cccc(F)c3)ccc12, CO, CC(=O)O, CCOC(C)=O. Yields the product CCOC(=O)CCc1cccc2cc(S(=O)(=O)c3cccc(F)c3)ccc12. As a reaction SMILES: [CH2:1]([CH3:2])[O:3][C:4]([CH:5]=[CH:6][c:7]1[cH:8][cH:9][cH:10][c:11]2[cH:12][c:13]([S:17](=[O:18])(=[O:19])[c:20]3[cH:21][c:22]([F:26])[cH:23][cH:24][cH:25]3)[cH:14][cH:15][c:16]12)=[O:27].[CH3:28][OH:29].[CH3:30][C:31](=[O:32])[OH:33].[CH3:34][CH2:35][O:36][C:37]([CH3:38])=[O:39]>>[CH2:1]([CH3:2])[O:3][C:4]([CH2:5][CH2:6][c:7]1[cH:8][cH:9][cH:10][c:11]2[cH:12][c:13]([S:17](=[O:18])(=[O:19])[c:20]3[cH:21][c:22]([F:26])[cH:23][cH:24][cH:25]3)[cH:14][cH:15][c:16]12)=[O:27]. Starting materials: N(=[N+]=[N-])CCC=1C=CC2=C(NC(=N2)C2=CC=CC=C2)C1 (6-(2-Azido-ethyl)-2-phenyl-1H-benzoimidazole). Reagents/catalysts: [Pd] (Pd/C). Run in C(C)O (ethanol). Run at time 2 hour. Product: C1(=CC=CC=C1)C=1NC2=C(N1)C=CC(=C2)CCN (2-(2-Phenyl-3H-benzoimidazol-5-yl)ethylamine). RXN SMILES: [N:1]([CH2:4][CH2:5][C:6]1[CH:7]=[CH:8][C:9]2[N:13]=[C:12]([C:14]3[CH:19]=[CH:18][CH:17]=[CH:16][CH:15]=3)[NH:11][C:10]=2[CH:20]=1)=[N+]=[N-]>C(O)C.[Pd]>[C:14]1([C:12]2[NH:11][C:10]3[CH:20]=[C:6]([CH2:5][CH2:4][NH2:1])[CH:7]=[CH:8][C:9]=3[N:13]=2)[CH:19]=[CH:18][CH:17]=[CH:16][CH:15]=1. Procedure: Azide 192 was dissolved in ethanol and 10% Pd/C (50 mg) was added. H2 was applied at 40 psi with vigorous shaking. After 2 h, TLC analysis indicated complete consumption of starting material. The heterogeneous reaction mixture was filtered through Celite, and the filtrated was concentrated under reduced pressure to give 193. Reactants: ClCCCCCC(=O)C1=CC=C(C=C1)F (6-chloro-1-(4-fluorophenyl)-1-hexanone), Cl.C1NCCC2=C1C1=C(O2)C=CC=C1 (1,2,3,4-tetrahydrobenzo-furo[3,2-c]pyridine hydrochloride), C(=O)([O-])[O-].[Na+].[Na+] (Na2CO3), [I-].[K+] (potassium iodide). Solvent: C(C(C)C)C(=O)C (methyl isobutyl ketone). The product is C(\C=C\C(=O)O)(=O)O.FC1=CC=C(C=C1)C(CCCCCN1CC2=C(CC1)OC1=C2C=CC=C1)=O (1-(4-fluorophenyl)-6-(1,2,3,4-tetrahydrobenzofuro[3,2-c]pyridin-2-yl)-1-hexanone (E)-2-butenedioate). Isolated yield 141.2%. RXN SMILES: Cl[CH2:2][CH2:3][CH2:4][CH2:5][CH2:6][C:7]([C:9]1[CH:14]=[CH:13][C:12]([F:15])=[CH:11][CH:10]=1)=[O:8].Cl.[CH2:17]1[C:22]2[C:23]3[CH:29]=[CH:28][CH:27]=[CH:26][C:24]=3[O:25][C:21]=2[CH2:20][CH2:19][NH:18]1.[C:30]([O-:33])([O-:32])=O.[Na+].[Na+].[I-].[K+]>C(C(C)=O)C(C)C>[C:7]([OH:25])(=[O:8])/[CH:9]=[CH:14]/[C:30]([OH:33])=[O:32].[F:15][C:12]1[CH:13]=[CH:14][C:9]([C:7](=[O:8])[CH2:6][CH2:5][CH2:4][CH2:3][CH2:2][N:18]2[CH2:19][CH2:20][C:21]3[O:25][C:24]4[CH:26]=[CH:27][CH:28]=[CH:29][C:23]=4[C:22]=3[CH2:17]2)=[CH:10][CH:11]=1 |f:1.2,3.4.5,6.7,9.10|. Reported procedure: A mixture of 6-chloro-1-(4-fluorophenyl)-1-hexanone (0.018 mol), intermediate 1 (0.015 mol), Na2CO3 (4 g) and potassium iodide (catalytic quantity) in methyl isobutyl ketone (200 ml) was stirred and refluxed overnight and then cooled to room temperature. The solvent was evaporated. The residue was washed with H2O and the mixture was extracted with CH2Cl2. The organic layer was separated, dried, filtered and the solvent was evaporated. The residue was purified by column chromatography over silica... The reactants are CC=1OC2=C(C=CC=C2C(C1)=O)C=C(C(C)=O)C(C)=O (3-[(2-methyl-4-oxo-4H-chromen-8-yl)methylene]pentane-2,4-dione), NC1=NC(=CC(=N1)O)N (2,6-diaminopyrimidin-4-ol). Run in C(C)(C)O (isopropanol). Yields the product C(C)(=O)C=1C(C2=C(N=C(N=C2O)N)NC1C)C=1C=CC=C2C(C=C(OC12)C)=O (8-(6-Acetyl-2-amino-4-hydroxy-7-methyl-5,8-dihydropyrido [2,3-d]pyrimidin-5-yl)-2-methyl-4H-chromen-4-one). As a reaction SMILES: [CH3:1][C:2]1[O:3][C:4]2[C:9]([C:10](=[O:12])[CH:11]=1)=[CH:8][CH:7]=[CH:6][C:5]=2[CH:13]=[C:14]([C:18](=[O:20])[CH3:19])[C:15](=O)[CH3:16].[NH2:21][C:22]1[N:27]=[C:26]([OH:28])[CH:25]=[C:24]([NH2:29])[N:23]=1>C(O)(C)C>[C:18]([C:14]1[CH:13]([C:5]2[CH:6]=[CH:7][CH:8]=[C:9]3[C:4]=2[O:3][C:2]([CH3:1])=[CH:11][C:10]3=[O:12])[C:25]2[C:26]([OH:28])=[N:27][C:22]([NH2:21])=[N:23][C:24]=2[NH:29][C:15]=1[CH3:16])(=[O:20])[CH3:19]. Procedure: 500 mg (1.85 mmol) of 3-[(2-methyl-4-oxo-4H-chromen-8-yl)methylene]pentane-2,4-dione are mixed with 349 mg (2.77 mmol) of 2,6-diaminopyrimidin-4-ol, dissolved in 10 ml of isopropanol, and heated under reflux under argon for 2 days. The mixture is filtered and the remaining solid is washed with isopropanol. 660 mg (94% of theory) of the title compound are obtained as a white solid. Reactants: C(C1=CC=CC=C1)OC1=CC=C(C=C1)CC(=O)O ((4-Benzyloxy-phenyl)-acetic acid), S(=O)(Cl)Cl (thionyl chloride), C(C)(C)(C)C1=NOC(=C1)N (3-tert-butyl-isoxazol-5-ylamine), CCN(C(C)C)C(C)C (DIEA). Conditions: temperature 45 celsius, time 8 hour. Yields the product C(C)(C)(C)C1=NOC(=C1)NC(CC1=CC=C(C=C1)OCC1=CC=CC=C1)=O (N-(3-tert-butylisoxazol-5-yl)-2-(4-(benzyloxy)phenyl)acetamide). Reaction SMILES: [CH2:1]([O:8][C:9]1[CH:14]=[CH:13][C:12]([CH2:15][C:16]([OH:18])=O)=[CH:11][CH:10]=1)[C:2]1[CH:7]=[CH:6][CH:5]=[CH:4][CH:3]=1.S(Cl)(Cl)=O.[C:23]([C:27]1[CH:31]=[C:30]([NH2:32])[O:29][N:28]=1)([CH3:26])([CH3:25])[CH3:24].CCN(C(C)C)C(C)C>>[C:23]([C:27]1[CH:31]=[C:30]([NH:32][C:16](=[O:18])[CH2:15][C:12]2[CH:11]=[CH:10][C:9]([O:8][CH2:1][C:2]3[CH:3]=[CH:4][CH:5]=[CH:6][CH:7]=3)=[CH:14][CH:13]=2)[O:29][N:28]=1)([CH3:26])([CH3:25])[CH3:24]. Reported procedure: (4-Benzyloxy-phenyl)-acetic acid (50 mg, 0.2 mmol, 1 eq) was stirred with 1 mL of thionyl chloride at 80° C. for approximately three hours. The completion of the reaction was checked by TLC. Excess thionyl chloride was removed in vacuo, the residue was dissolved in dichloromethane and added to a mixture of 3-tert-butyl-isoxazol-5-ylamine (28 mg, 0.2 mmol, 1 eq) and DIEA (35 μL, 0.2 mmol, 1 eq). The reaction was stirred overnight at 45° C. The solvent was removed and the product purified by HPLC....